This data is from the Open Reaction Database (ORD), a public repository of structured organic reaction records. The task is: describe an organic reaction: reactants, conditions, products, and yield The reactants are COC(=O)c1ccc(CBr)cc1, O=C([O-])[O-], CN(C)C=O, [K+], [K+], O, O=C(NC(Cc1cccc(OC(F)(F)C(F)F)c1)C(O)c1ccc(O)cc1)c1cccc2c1C=CCCC2. The product is COC(=O)c1ccc(COc2ccc(C(O)C(Cc3cccc(OC(F)(F)C(F)F)c3)NC(=O)c3cccc4c3C=CCCC4)cc2)cc1. RXN SMILES: [Br:45][CH2:46][c:47]1[cH:48][cH:49][c:50]([C:51](=[O:52])[O:53][CH3:54])[cH:55][cH:56]1.[C:39](=[O:40])([O-:41])[O-:42].[CH3:57][N:58]([CH3:59])[CH:60]=[O:61].[K+:43].[K+:44].[OH2:62].[OH:1][CH:2]([CH:3]([CH2:4][c:5]1[cH:6][c:7]([O:11][C:12]([CH:13]([F:14])[F:15])([F:16])[F:17])[cH:8][cH:9][cH:10]1)[NH:18][C:19](=[O:20])[c:21]1[cH:22][cH:23][cH:24][c:25]2[c:26]1[CH:27]=[CH:28][CH2:29][CH2:30][CH2:31]2)[c:32]1[cH:33][cH:34][c:35]([OH:38])[cH:36][cH:37]1>>[OH:1][CH:2]([CH:3]([CH2:4][c:5]1[cH:6][c:7]([O:11][C:12]([CH:13]([F:14])[F:15])([F:16])[F:17])[cH:8][cH:9][cH:10]1)[NH:18][C:19](=[O:20])[c:21]1[cH:22][cH:23][cH:24][c:25]2[c:26]1[CH:27]=[CH:28][CH2:29][CH2:30][CH2:31]2)[c:32]1[cH:33][cH:34][c:35]([O:38][CH2:46][c:47]2[cH:48][cH:49][c:50]([C:51](=[O:52])[O:53][CH3:54])[cH:55][cH:56]2)[cH:36][cH:37]1. Starting materials: OCCN(CC)C1=CC=C(C=CC=O)C=C1 (4-(N-2-hydroxyethyl-N-ethylamino)cinnamaldehyde), NC1=CC=CC=C1 (aniline), C=1(C(=CC=CC1)S(=O)(=O)O)C (toluenesulfonic acid), C(C(=C)C)(=O)O (methacrylic acid), [N+](=O)([O-])C1=CC=C(C=C1)CC(=O)O (4-nitrophenylacetic acid). Run in C1(=CC=CC=C1)C (toluene), O (water). Conditions: time 3 hour. The product is OCCN(CC)C(=CC=CC1=CC=CC=C1)C1=CC=C(C=C1)[N+](=O)[O-] (4-(N-2-hydroxyethyl-N-ethylamino)-4'-nitro-1,4-diphenyl-1,3-butadiene). RXN SMILES: [OH:1][CH2:2][CH2:3][N:4](C1C=CC(C=CC=O)=CC=1)[CH2:5][CH3:6].N[C:18]1C=CC=CC=1.[C:24]1([CH3:34])[C:25](S(O)(=O)=O)=[CH:26][CH:27]=[CH:28][CH:29]=1.C(O)(=O)C(C)=C.[N+:41]([C:44]1[CH:49]=[CH:48][C:47]([CH2:50][C:51](O)=O)=[CH:46][CH:45]=1)([O-:43])=[O:42]>C1(C)C=CC=CC=1.O>[OH:1][CH2:2][CH2:3][N:4]([C:50]([C:47]1[CH:46]=[CH:45][C:44]([N+:41]([O-:43])=[O:42])=[CH:49][CH:48]=1)=[CH:51][CH:18]=[CH:34][C:24]1[CH:25]=[CH:26][CH:27]=[CH:28][CH:29]=1)[CH2:5][CH3:6]. Procedure: A solution of 21.9 g (0.1 mole) of 4-(N-2-hydroxyethyl-N-ethylamino)cinnamaldehyde, 9.3 g (1 mole) of aniline, and 0.19 g (1 mole %) of toluenesulfonic acid in toluene is heated at reflux for 17 hours with azeotropic removal of water. After the mixture is cooled to room temperature, 17.2 g (0.2 mole) of methacrylic acid and 18.1 g (0.1 mole) of 4-nitrophenylacetic acid are added to the solution, and the reaction is stirred at room temperature for 3 hours. The mixture then is heated at reflux for... Run at temperature 0 celsius, time 45 minute. As a reaction SMILES: [NH2:1][C@H:2]1[C:9](=[O:10])[N:8]2[C@@H:3]1[CH2:4][CH2:5][O:6][C:7]2([CH3:12])[CH3:11].[CH:13](OC(=O)C)=[O:14]>N1C=CC=CC=1>[CH3:11][C:7]1([CH3:12])[O:6][CH2:5][CH2:4][C@H:3]2[N:8]1[C:9](=[O:10])[C@@H:2]2[NH:1][CH:13]=[O:14]. Reactants: N[C@@H]1[C@H]2CCOC(N2C1=O)(C)C ((6R,7R)-7-amino-2,2-dimethyl-1-aza-3-oxabicyclo[4.2.0]octan-8-one), C(=O)OC(C)=O (acetic formic anhydride). Procedure: To a solution of (6R,7R)-7-amino-2,2-dimethyl-1-aza-3-oxabicyclo[4.2.0]octan-8-one (300 mg) were added pyridine (0.25 ml) and freshly prepared acetic formic anhydride (0.38 ml) at 0° C. After stirring for 45 minutes at 0° C., the reaction mixture was evaporated in vacuo. The residue was dissolved in xylene and the solution was evaporated in vacuo. The residue was chromatographed on silica gel (6 g) eluting with a mixture of methylene chloride and methanol (25:1-10:1) to give (6R,7R)-2,2-dimethyl... Yields the product CC1(N2C([C@@H]([C@H]2CCO1)NC=O)=O)C ((6R,7R)-2,2-dimethyl-7-formamido-1-aza-3-oxabicyclo[4.2.0]octan-8-one). The solvent is N1=CC=CC=C1 (pyridine). Reactants: C(C)OC(=O)N1[C@H](C[C@H](C2=CC(=C(C=C12)OC)OC)N)C (cis-4-amino-6,7-dimethoxy-2-methyl-3,4-dihydro-2H-quinoline-1-carboxylic acid ethyl ester), FC(C=1C=C(C=C(C1)C(F)(F)F)CC(=O)O)(F)F (3,5-bis-trifluoromethylphenylacetic acid), CN(CCCN=C=NCC)C (1-(3-dimethylaminopropyl)-3-ethylcarbodiimide). The solvent is C(C)(=O)OCC (ethyl acetate), ClCCl (dichloromethane). Run at time 8 hour. Yields the product C(C)OC(=O)N1[C@H](C[C@H](C2=CC(=C(C=C12)OC)OC)NC(CC1=CC(=CC(=C1)C(F)(F)F)C(F)(F)F)=O)C (cis-4-[2-(3,5-Bis-trifluoromethyl-phenyl)-acetylamino]-6,7-dimethoxy-2-methyl-3,4-dihydro-2H-quinoline-1-carboxylic acid ethyl ester). As a reaction SMILES: [CH2:1]([O:3][C:4]([N:6]1[C:15]2[C:10](=[CH:11][C:12]([O:18][CH3:19])=[C:13]([O:16][CH3:17])[CH:14]=2)[C@H:9]([NH2:20])[CH2:8][C@@H:7]1[CH3:21])=[O:5])[CH3:2].[F:22][C:23]([F:39])([F:38])[C:24]1[CH:25]=[C:26]([CH2:34][C:35](O)=[O:36])[CH:27]=[C:28]([C:30]([F:33])([F:32])[F:31])[CH:29]=1.CN(C)CCCN=C=NCC>ClCCl.C(OCC)(=O)C>[CH2:1]([O:3][C:4]([N:6]1[C:15]2[C:10](=[CH:11][C:12]([O:18][CH3:19])=[C:13]([O:16][CH3:17])[CH:14]=2)[C@H:9]([NH:20][C:35](=[O:36])[CH2:34][C:26]2[CH:27]=[C:28]([C:30]([F:31])([F:32])[F:33])[CH:29]=[C:24]([C:23]([F:38])([F:22])[F:39])[CH:25]=2)[CH2:8][C@@H:7]1[CH3:21])=[O:5])[CH3:2]. Procedure details: To a solution of cis-4-amino-6,7-dimethoxy-2-methyl-3,4-dihydro-2H-quinoline-1-carboxylic acid ethyl ester (150 mg, 0.50 mmol) and 3,5-bis-trifluoromethylphenylacetic acid (138 mg, 0.51 mmol) in 1.5 ml anhydrous dichloromethane was added 1-(3-dimethylaminopropyl)-3-ethylcarbodiimide (192 mg, 0.66 mmol) and the resulting solution was stirred at room temperature overnight. The reaction mixture was diluted with 50 ml ethyl acetate and was washed with 0.1N HCl (2×10 mL), 0.1N NaOH (2×10 mL) and brin...